From a dataset of the Open Reaction Database (ORD), a public repository of structured organic reaction records. describe an organic reaction: reactants, conditions, products, and yield Starting materials: FC=1C=CC(=NC1)C1=NOC(=C1COC=1C=CC(=NC1)C(=O)O)C (5-[3-(5-fluoro-pyridin-2-yl)-5-methyl-isoxazol-4-ylmethoxy]-pyridine-2-carboxylic acid), FC(CN)(F)F (2,2,2-trifluorethylamine). The product is FC(CNC(=O)C1=NC=C(C=C1)OCC=1C(=NOC1C)C1=NC=C(C=C1)F)(F)F (5-[3-(5-Fluoro-pyridin-2-yl)-5-methyl-isoxazol-4-ylmethoxy]-pyridine-2-carboxylic acid (2,2,2-trifluoro-ethyl)-amide). Isolated yield 73.0%. RXN SMILES: [F:1][C:2]1[CH:3]=[CH:4][C:5]([C:8]2[C:12]([CH2:13][O:14][C:15]3[CH:16]=[CH:17][C:18]([C:21]([OH:23])=O)=[N:19][CH:20]=3)=[C:11]([CH3:24])[O:10][N:9]=2)=[N:6][CH:7]=1.[F:25][C:26]([F:30])([F:29])[CH2:27][NH2:28]>>[F:25][C:26]([F:30])([F:29])[CH2:27][NH:28][C:21]([C:18]1[CH:17]=[CH:16][C:15]([O:14][CH2:13][C:12]2[C:8]([C:5]3[CH:4]=[CH:3][C:2]([F:1])=[CH:7][N:6]=3)=[N:9][O:10][C:11]=2[CH3:24])=[CH:20][N:19]=1)=[O:23]. Reported procedure: As described for example 23f, 5-[3-(5-fluoro-pyridin-2-yl)-5-methyl-isoxazol-4-ylmethoxy]-pyridine-2-carboxylic acid (75 mg, 0.23 mmol) was converted, using 2,2,2-trifluorethylamine instead of isopropylamine, to the title compound (68 mg, 73%), which was obtained as a white solid. MS: m/e=411.2 [M+H]+.